Dataset: the Open Reaction Database (ORD), a public repository of structured organic reaction records. Task: describe an organic reaction: reactants, conditions, products, and yield Starting materials: NC1=CC=C2C(=CC(NC2=C1)=O)C (7-amino-4-methyl-1-H-quinolin-2-one), C1(=CC=C(C=C1)C(=O)O)C1=CC=CC=C1 (4-biphenylcarboxylic acid). The product is CC1=CC(NC2=CC(=CC=C12)NC(=O)C1=CC=C(C=C1)C1=CC=CC=C1)=O (N-(4-Methyl-2-oxo-1,2-dihydro-quinolin-7-yl)-1,1′-biphenyl-4-carboxamide). RXN SMILES: [NH2:1][C:2]1[CH:11]=[C:10]2[C:5]([C:6]([CH3:13])=[CH:7][C:8](=[O:12])[NH:9]2)=[CH:4][CH:3]=1.[C:14]1([C:23]2[CH:28]=[CH:27][CH:26]=[CH:25][CH:24]=2)[CH:19]=[CH:18][C:17]([C:20](O)=[O:21])=[CH:16][CH:15]=1>>[CH3:13][C:6]1[C:5]2[C:10](=[CH:11][C:2]([NH:1][C:20]([C:17]3[CH:18]=[CH:19][C:14]([C:23]4[CH:24]=[CH:25][CH:26]=[CH:27][CH:28]=4)=[CH:15][CH:16]=3)=[O:21])=[CH:3][CH:4]=2)[NH:9][C:8](=[O:12])[CH:7]=1. Procedure details: Using the procedure outlined in Example 56, the title compound was prepared from 7-amino-4-methyl-1-H-quinolin-2-one (50 mg, 0.29 mmol) and 4-biphenylcarboxylic acid (68 mg, 0.34 mmol) as a cream solid. 1H NMR (250 MHz, DMSO) δ (ppm): 11.60 (br, 1H), 10.55 (br, 1H), 8.09 (d, 2H), 8.02 (s, 1H), 7.86 (d, 2H), 7.77 (d, 2H), 7.69 (d, 1H), 7.55 (dd, 1H), 7.52 (t, 2H), 7.43 (t, 1H), 6.29 (s, 1H), 2.41 (s, 3H). The reactants are S(=O)(=O)([O-])[O-].[Na+].[Na+] (sodium sulfate), CC(C)([O-])C.[K+] (potassium tert-butoxide), NC1=C(C(=O)NC(C)C2CC2)C=C(C=C1Br)Cl (2-amino-3-bromo-5-chloro-N-(1-cyclopropylethyl)benzamide), BrC1=NN(C(=C1)C(=O)OC1=CC=CC=C1)C1=NC=CC=C1Cl (phenyl 3-bromo-1-(3-chloropyridin-2-yl)-1H-pyrazole-5-carboxylate). Run in O (water), CS(=O)C (dimethyl sulfoxide). Product: BrC1=NN(C(=C1)C(=O)NC1=C(C=C(C=C1C(NC(C)C1CC1)=O)Cl)Br)C1=NC=CC=C1Cl (3-bromo-N-(2-bromo-4-chloro-6-(1-cyclopropylethylcarbamoyl)phenyl)-1-(3-chloropyridin-2-yl)-1H-pyrazole-5-carboxamide). Yield: 55.9%. RXN SMILES: S([O-])([O-])(=O)=O.[Na+].[Na+].[NH2:8][C:9]1[C:22]([Br:23])=[CH:21][C:20]([Cl:24])=[CH:19][C:10]=1[C:11]([NH:13][CH:14]([CH:16]1[CH2:18][CH2:17]1)[CH3:15])=[O:12].[Br:25][C:26]1[CH:30]=[C:29]([C:31](OC2C=CC=CC=2)=[O:32])[N:28]([C:40]2[C:45]([Cl:46])=[CH:44][CH:43]=[CH:42][N:41]=2)[N:27]=1.CC(C)([O-])C.[K+]>O.CS(C)=O>[Br:25][C:26]1[CH:30]=[C:29]([C:31]([NH:8][C:9]2[C:10]([C:11](=[O:12])[NH:13][CH:14]([CH:16]3[CH2:18][CH2:17]3)[CH3:15])=[CH:19][C:20]([Cl:24])=[CH:21][C:22]=2[Br:23])=[O:32])[N:28]([C:40]2[C:45]([Cl:46])=[CH:44][CH:43]=[CH:42][N:41]=2)[N:27]=1 |f:0.1.2,5.6|. Procedure: 0.45 g of anhydrous sodium sulfate was added to a mixed solution comprising 0.23 g of 2-amino-3-bromo-5-chloro-N-(1-cyclopropylethyl)benzamide, 0.27 g of phenyl 3-bromo-1-(3-chloropyridin-2-yl)-1H-pyrazole-5-carboxylate and 5 ml of dimethyl sulfoxide at room temperature, and 0.16 g of potassium tert-butoxide was added, followed by reaction for one hour. Then, the reaction liquid was slowly added to water. The mixed liquid was subjected to extraction with ethyl acetate, and the organic layer was ... The reactants are COC(=O)c1cc(C2CCCO2)c(C(F)(F)F)cc1NC(C)=O, CO, O, O=S(=O)(O)O. The product is COC(=O)c1cc(C2CCCO2)c(C(F)(F)F)cc1N. Reaction SMILES: [CH3:1][O:2][C:3]([c:4]1[c:5]([NH:19][C:20](=[O:21])[CH3:22])[cH:6][c:7]([C:15]([F:16])([F:17])[F:18])[c:8]([CH:10]2[O:11][CH2:12][CH2:13][CH2:14]2)[cH:9]1)=[O:23].[CH3:29][OH:30].[OH2:31].[S:24](=[O:25])(=[O:26])([OH:27])[OH:28]>>[CH3:1][O:2][C:3]([c:4]1[c:5]([NH2:19])[cH:6][c:7]([C:15]([F:16])([F:17])[F:18])[c:8]([CH:10]2[O:11][CH2:12][CH2:13][CH2:14]2)[cH:9]1)=[O:23]. Reactants: CCOC(=O)c1cc(C)nc(Cl)c1, COCCOC, CCOCC, CC=CB(O)O, [K+], [K+], O=C([O-])[O-], c1ccc(P(c2ccccc2)c2ccccc2)cc1, c1ccc(P(c2ccccc2)(c2ccccc2)[Pd](P(c2ccccc2)(c2ccccc2)c2ccccc2)(P(c2ccccc2)(c2ccccc2)c2ccccc2)P(c2ccccc2)(c2ccccc2)c2ccccc2)cc1. The product is CC=Cc1cc(C(=O)OCC)cc(C)n1. As a reaction SMILES: [CH2:1]([CH3:2])[O:3][C:4]([c:5]1[cH:6][c:7]([Cl:12])[n:8][c:9]([CH3:11])[cH:10]1)=[O:13].[CH3:45][O:46][CH2:47][CH2:48][O:49][CH3:50].[CH3:51][CH2:52][O:53][CH2:54][CH3:55].[CH:14](=[CH:15][CH3:16])[B:17]([OH:18])[OH:19].[K+:20].[K+:21].[O-:22][C:23]([O-:24])=[O:25].[c:26]1([P:27]([c:28]2[cH:29][cH:30][cH:31][cH:32][cH:33]2)[c:34]2[cH:35][cH:36][cH:37][cH:38][cH:39]2)[cH:40][cH:41][cH:42][cH:43][cH:44]1.[cH:56]1[cH:57][cH:58][c:59]([P:60]([Pd:61]([P:62]([c:63]2[cH:64][cH:65][cH:66][cH:67][cH:68]2)([c:69]2[cH:70][cH:71][cH:72][cH:73][cH:74]2)[c:75]2[cH:76][cH:77][cH:78][cH:79][cH:80]2)([P:81]([c:82]2[cH:83][cH:84][cH:85][cH:86][cH:87]2)([c:88]2[cH:89][cH:90][cH:91][cH:92][cH:93]2)[c:94]2[cH:95][cH:96][cH:97][cH:98][cH:99]2)[P:100]([c:101]2[cH:102][cH:103][cH:104][cH:105][cH:106]2)([c:107]2[cH:108][cH:109][cH:110][cH:111][cH:112]2)[c:113]2[cH:114][cH:115][cH:116][cH:117][cH:118]2)([c:119]2[cH:120][cH:121][cH:122][cH:123][cH:124]2)[c:125]2[cH:126][cH:127][cH:128][cH:129][cH:130]2)[cH:131][cH:132]1>>[CH2:1]([CH3:2])[O:3][C:4]([c:5]1[cH:6][c:7]([CH:14]=[CH:15][CH3:16])[n:8][c:9]([CH3:11])[cH:10]1)=[O:13]. Yields the product C(C)(C)OC1=CC=C(C=C1)C1=NC=CC=C1S(=O)(=O)NC1=NC=C(N=C1OC)C (2-(4-isopropoxyphenyl)-N-(3-methoxy-5-methylpyrazin-2-yl)pyridine-3-sulphonamide). The reactants are C(C(C)C)OC(=O)N(S(=O)(=O)C=1C(=NC=CC1)C1=CC=C(C=C1)OC(C)C)C1=NC=C(N=C1OC)C (N-isobutoxycarbonyl-2-(4-isopropoxyphenyl)-N-(3-methoxy-5-methylpyrazin-2-yl)pyridine-3-sulphonamide), C(C)(C)OC1=CC=C(C=C1)B(O)O (4-isopropoxyphenylboronic acid), ( iii ), [I-].[K+] (potassium iodide). Reaction SMILES: C(OC([N:8]([C:28]1[C:33]([O:34][CH3:35])=[N:32][C:31]([CH3:36])=[CH:30][N:29]=1)[S:9]([C:12]1[C:13]([C:18]2[CH:23]=[CH:22][C:21]([O:24][CH:25]([CH3:27])[CH3:26])=[CH:20][CH:19]=2)=[N:14][CH:15]=[CH:16][CH:17]=1)(=[O:11])=[O:10])=O)C(C)C.[I-].[K+].C(OC1C=CC(B(O)O)=CC=1)(C)C>>[CH:25]([O:24][C:21]1[CH:22]=[CH:23][C:18]([C:13]2[C:12]([S:9]([NH:8][C:28]3[C:33]([O:34][CH3:35])=[N:32][C:31]([CH3:36])=[CH:30][N:29]=3)(=[O:11])=[O:10])=[CH:17][CH:16]=[CH:15][N:14]=2)=[CH:19][CH:20]=1)([CH3:27])[CH3:26] |f:1.2|. Procedure details: 1H NMR (CDCl3): 1.40 (d, 6H), 2.3 (s, 3H), 3.8 (s, 3H), 4.6 (m, 1H), 6.7 (br s, 1H), 6.9 (d, 2H), 7.2-7.35 (m, 3H), 7.5 (dd, 1H), 8.7 (dd, 1H), 8.8 (dd, 1H); mass spectrum (+ve ESP): 415 (M+H)+; starting from N-isobutoxycarbonyl-2-(4-isopropoxyphenyl)-N-(3-methoxy-5-methylpyrazin-2-yl)pyridine-3-sulphonamide; 1H NMR (CDCl3): 0.7 (d, 6H), 1.40 (d, 6H), 1.7 (m, 1H), 2.5 (s, 3H), 3.8 (d, 3H), 4.0 (s, 3H), 4.6 (m, 1H), 6.9 (d, 2H), 7.45 (dd, 1H), 7.6 (d, 2H), 7.9 (s, 1H), 8.8 (dd, 1H), 8.95 (dd, 1H)... Starting materials: C(C=C)N([C@H](CC(=O)OC(C)(C)C)C=1OC=CC1)[C@H](C1=CC=CC=C1)C ((3R,αS)-t-Butyl 3-(N-allyl-α-methylbenzylamino)-3-(fur-2-yl)-propionate), C(C=CC=C)(=O)OC(C)(C)C (t-butyl pentadienoate), C(C=C)N([C@H](CC(=O)OC(C)(C)C)C=CC1=CC=CC=C1)[C@H](C1=CC=CC=C1)C ((3R,αS)-t-Butyl 3-(N-allyl-α-methylbenzylamino)-5-phenyl-4-pentenoate), C(C=CC=C)(=O)OC(C)(C)C (t-butyl pentadienoate), C(C=CC=C)(=O)OC(C)(C)C (t-butyl pentadienoate), C(C=C)N([C@H]([C@@H](C(=O)OC(C)(C)C)O)C1=CC=CC=C1)[C@H](C1=CC=CC=C1)C ((2S,3S,αS)-t-Butyl 3-(N-allyl-α-methylbenzylamino)-2-hydroxy-3-phenylpropionate). Run in C(Cl)(Cl)Cl (CHCl3), C(Cl)(Cl)Cl (CHCl3). Yields the product C[C@@H](C1=CC=CC=C1)N[C@H](CC(=O)OC(C)(C)C)C=1OC=CC1 ((3R,αS)-t-Butyl 3-(α-methylbenzylamino)-3-(fur-2-yl)propionate). As a reaction SMILES: C([N:4]([C@@H:19]([CH3:26])[C:20]1[CH:25]=[CH:24][CH:23]=[CH:22][CH:21]=1)[C@@H:5]([C:14]1[O:15][CH:16]=[CH:17][CH:18]=1)[CH2:6][C:7]([O:9][C:10]([CH3:13])([CH3:12])[CH3:11])=[O:8])C=C.C(OC(C)(C)C)(=O)C=CC=C.C(N([C@@H](C)C1C=CC=CC=1)[C@@H](C=CC1C=CC=CC=1)CC(OC(C)(C)C)=O)C=C.C(N([C@@H](C)C1C=CC=CC=1)[C@@H](C1C=CC=CC=1)[C@H](O)C(OC(C)(C)C)=O)C=C>C(Cl)(Cl)Cl>[CH3:26][C@H:19]([NH:4][C@@H:5]([C:14]1[O:15][CH:16]=[CH:17][CH:18]=1)[CH2:6][C:7]([O:9][C:10]([CH3:13])([CH3:11])[CH3:12])=[O:8])[C:20]1[CH:21]=[CH:22][CH:23]=[CH:24][CH:25]=1. Procedure: The title compound (33) was prepared from compound (14) of Example 5 using the above-described procedure. [α]D21 -1.5 (c 1.74, CHCl3); νmax (CHCl3)/cm-1 1729 s (C=O); δH (300 MHz; CDCl3) 7.32-7.20 (6H, m, Ph, OCH=CH), 6.28 (1H, dd, J=3.2 and 1.9, OCH=CH), 6.15 (1H, d, J=3.2, OCH=CH), 4.19 (1H, t, J=6.9, NCHCH2), 3.76 (1H, q, J=6.5, PhCHCH3); δC (50 MHz; CDCl3) 170.93 (C=O), 156.00 (OC=CH), 146.15 (Ph:Cipso), 141.78 (OCH=CH), 128.61, 126.81 (Ph:Cortho, Cmeta), 127.14 (Ph:Cpara), 110.10 (OCH=CH), ...